This data is from the Open Reaction Database (ORD), a public repository of structured organic reaction records. The task is: describe an organic reaction: reactants, conditions, products, and yield The reactants are Cl.C(CCC)NCCCl (2-butylamino-ethyl chloride hydrochloride), [N-]=[N+]=[N-].[Na+] (sodium azide), [OH-].[Na+] (sodium hydroxide). Solvent: CCOCC (ether), CN(C)C=O (DMF). Yields the product Cl.C(CCC)NCCN=[N+]=[N-] (2-butylamino-ethyl azide hydrochloride). The yield is 68.8%. Reaction SMILES: Cl.[CH2:2]([NH:6][CH2:7][CH2:8][Cl:9])[CH2:3][CH2:4][CH3:5].[N-:10]=[N+:11]=[N-:12].[Na+].[OH-].[Na+]>CN(C=O)C.CCOCC>[ClH:9].[CH2:2]([NH:6][CH2:7][CH2:8][N:10]=[N+:11]=[N-:12])[CH2:3][CH2:4][CH3:5] |f:0.1,2.3,4.5,8.9|. Reported procedure: 7.0 g of 2-butylamino-ethyl chloride hydrochloride (Org. Synth. IV 1963, 333) are stirred together with 7.9 g of sodium azide in 50 ml of DMF at 500. After cooling, 82 ml of 1N sodium hydroxide solution are added dropwise. The mixture is taken up in 700 ml of ether, washed with water and, after drying the ether phase, treated with 25 ml of hydrochloric acid (5 molar in dioxane). After evaporating the ether phase, the residue is suspended in ether. The crystals are filtered and washed with ether.... Reactants: [Br-], O=Cc1cc(Br)cc([N+](=O)[O-])c1, C1CCOC1, C[Mg+]. Product: CC(O)c1cc(Br)cc([N+](=O)[O-])c1. As a reaction SMILES: [Br-:1].[Br:4][c:5]1[cH:6][c:7]([CH:8]=[O:9])[cH:10][c:11]([N+:13](=[O:14])[O-:15])[cH:12]1.[CH2:16]1[O:17][CH2:18][CH2:19][CH2:20]1.[CH3:2][Mg+:3]>>[CH3:2][CH:8]([c:7]1[cH:6][c:5]([Br:4])[cH:12][c:11]([N+:13](=[O:14])[O-:15])[cH:10]1)[OH:9].